From a dataset of the Open Reaction Database (ORD), a public repository of structured organic reaction records. describe an organic reaction: reactants, conditions, products, and yield Starting materials: Cc1ccc(NS(=O)(=O)Cc2ccccc2)c(=O)n1CC(=O)OC(C)(C)C, CCOC(C)=O, Cl. Yields the product Cc1ccc(NS(=O)(=O)Cc2ccccc2)c(=O)n1CC(=O)O. RXN SMILES: [CH2:2]([c:3]1[cH:4][cH:5][cH:6][cH:7][cH:8]1)[S:9](=[O:10])(=[O:11])[NH:12][c:13]1[c:14](=[O:28])[n:15]([CH2:20][C:21](=[O:22])[O:23][C:24]([CH3:25])([CH3:26])[CH3:27])[c:16]([CH3:19])[cH:17][cH:18]1.[CH3:29][CH2:30][O:31][C:32](=[O:33])[CH3:34].[ClH:1]>>[CH2:2]([c:3]1[cH:4][cH:5][cH:6][cH:7][cH:8]1)[S:9](=[O:10])(=[O:11])[NH:12][c:13]1[c:14](=[O:28])[n:15]([CH2:20][C:21](=[O:22])[OH:23])[c:16]([CH3:19])[cH:17][cH:18]1. Starting materials: FC=1C=C2C(=C(/C(/C2=CC1)=C/C1=CC=NC=C1)C)CCON (O-2-[Z-5-fluoro-2-methyl-1-(4-pyridyl)methylene-1H-inden-3-yl]ethyl hydroxylamine), O(C1=CC=CC=C1)CC=O (phenoxyacetaldehyde). The product is FC=1C=C2C(=C(/C(/C2=CC1)=C/C1=CC=NC=C1)C)CCON=CCOC1=CC=CC=C1 (phenoxyacetaldehyde-O-2-[Z-5-fluoro-2-methyl-1-(4-pyridyl)methylene-1H-inden-3-yl]ethyl oxime). RXN SMILES: [F:1][C:2]1[CH:3]=[C:4]2[C:8](=[CH:9][CH:10]=1)/[C:7](=[CH:11]\[C:12]1[CH:17]=[CH:16][N:15]=[CH:14][CH:13]=1)/[C:6]([CH3:18])=[C:5]2[CH2:19][CH2:20][O:21][NH2:22].[O:23]([CH2:30][CH:31]=O)[C:24]1[CH:29]=[CH:28][CH:27]=[CH:26][CH:25]=1>>[F:1][C:2]1[CH:3]=[C:4]2[C:8](=[CH:9][CH:10]=1)/[C:7](=[CH:11]\[C:12]1[CH:13]=[CH:14][N:15]=[CH:16][CH:17]=1)/[C:6]([CH3:18])=[C:5]2[CH2:19][CH2:20][O:21][N:22]=[CH:31][CH2:30][O:23][C:24]1[CH:29]=[CH:28][CH:27]=[CH:26][CH:25]=1. Procedure: The title compound is prepared by reaction of O-2-[Z-5-fluoro-2-methyl-1-(4-pyridyl)methylene-1H-inden-3-yl]ethyl hydroxylamine with phenoxyacetaldehyde by the method of Example 1. Reactants: C12C(CC(CC1)N2)NC=2C=1C=CN=CC1C=CC2 (N-((1SR,2RS,4RS)-7-azabicyclo[2.2.1]heptan-2-yl)isoquinolin-5-amine), OCCOC=1C=C(C=O)C=CC1C (3-(2-hydroxyethoxy)-4-methylbenzaldehyde). Yields the product C1=NC=CC2=C(C=CC=C12)NC1C2CCC(C1)N2CC=2C=CC(=C(OCCO)C2)C (2-(5-(((1SR,2RS,4RS)-2-(isoquinolin-5-ylamino)-7-azabicyclo[2.2.1]heptan-7-yl)methyl)-2-methylphenoxy)ethanol). RXN SMILES: [CH:1]12[NH:7][CH:4]([CH2:5][CH2:6]1)[CH2:3][CH:2]2[NH:8][C:9]1[C:10]2[CH:11]=[CH:12][N:13]=[CH:14][C:15]=2[CH:16]=[CH:17][CH:18]=1.[OH:19][CH2:20][CH2:21][O:22][C:23]1[CH:24]=[C:25]([CH:28]=[CH:29][C:30]=1[CH3:31])[CH:26]=O>>[CH:14]1[C:15]2[C:10](=[C:9]([NH:8][CH:2]3[CH2:3][CH:4]4[N:7]([CH2:26][C:25]5[CH:28]=[CH:29][C:30]([CH3:31])=[C:23]([CH:24]=5)[O:22][CH2:21][CH2:20][OH:19])[CH:1]3[CH2:6][CH2:5]4)[CH:18]=[CH:17][CH:16]=2)[CH:11]=[CH:12][N:13]=1. Procedure details: Reaction of Intermediate 29 with 3-(2-hydroxyethoxy)-4-methylbenzaldehyde affords the title compound. Starting materials: C[Si](C=1C=C2C=C(NC2=CC1)C(=O)OCC)(C)C (ethyl 5-trimethylsilyl-1H-indole-2-carboxylate), CC=1C=C(C=CC1)CO ((3-methylphenyl)methanol), C(#N)C=P(CCCC)(CCCC)CCCC ((cyanomethylene)tributylphosphorane). The product is C[Si](C=1C=C2C=C(N(C2=CC1)CC1=CC(=CC=C1)C)C(=O)OCC)(C)C (Ethyl 5-trimethylsilyl-1-[(3-methylphenyl)methyl]-1H-indole-2-carboxylate). Reaction SMILES: [CH3:1][Si:2]([CH3:18])([CH3:17])[C:3]1[CH:4]=[C:5]2[C:9](=[CH:10][CH:11]=1)[NH:8][C:7]([C:12]([O:14][CH2:15][CH3:16])=[O:13])=[CH:6]2.[CH3:19][C:20]1[CH:21]=[C:22]([CH2:26]O)[CH:23]=[CH:24][CH:25]=1.C(C=P(CCCC)(CCCC)CCCC)#N>>[CH3:1][Si:2]([CH3:17])([CH3:18])[C:3]1[CH:4]=[C:5]2[C:9](=[CH:10][CH:11]=1)[N:8]([CH2:19][C:20]1[CH:25]=[CH:24][CH:23]=[C:22]([CH3:26])[CH:21]=1)[C:7]([C:12]([O:14][CH2:15][CH3:16])=[O:13])=[CH:6]2. Procedure: This compound was prepared according to a process similar to that described in step 5.1 by reacting ethyl 5-trimethylsilyl-1H-indole-2-carboxylate prepared according to the process described in step 10.4 with (3-methylphenyl)methanol in the presence of (cyanomethylene)tributylphosphorane (CMBP). The crude reaction product is then purified by flash chromatography on a column of silica gel to give the expected product. Reactants: N1=CC=CC=C1 (pyridine), N-[3-(dimethylamino)propyl]-M′-ethylcarbodiimide hydrochloride, N1=CC(=CC=C1)COC1=C(C=CC=C1)N (2-(pyridin-3-ylmethoxy)phenylamine), N1(CCOCC1)C=1N=C(NC(C1)=O)CC(=O)[O-].[Na+] (sodium [4-(morpholin-4-yl)-6-oxo-1,6-dihydropyrimidin-2-yl]acetate). Solvent: CN(C=O)C (N,N-dimethylformamide). Run at time 20 hour. Yields the product N1(CCOCC1)C=1N=C(NC(C1)=O)CC(=O)NC1=C(C=CC=C1)OCC=1C=NC=CC1 (2-[4-(morpholin-4-yl)-6-oxo-1,6-dihydropyrimidin-2-yl]-N-[2-(pyridin-3-ylmethoxy)phenyl]acetamide). Yield: 37.2%. RXN SMILES: N1C=CC=CC=1.[N:7]1[CH:12]=[CH:11][CH:10]=[C:9]([CH2:13][O:14][C:15]2[CH:20]=[CH:19][CH:18]=[CH:17][C:16]=2[NH2:21])[CH:8]=1.[N:22]1([C:28]2[N:29]=[C:30]([CH2:35][C:36]([O-])=[O:37])[NH:31][C:32](=[O:34])[CH:33]=2)[CH2:27][CH2:26][O:25][CH2:24][CH2:23]1.[Na+]>CN(C)C=O>[N:22]1([C:28]2[N:29]=[C:30]([CH2:35][C:36]([NH:21][C:16]3[CH:17]=[CH:18][CH:19]=[CH:20][C:15]=3[O:14][CH2:13][C:9]3[CH:8]=[N:7][CH:12]=[CH:11][CH:10]=3)=[O:37])[NH:31][C:32](=[O:34])[CH:33]=2)[CH2:23][CH2:24][O:25][CH2:26][CH2:27]1 |f:2.3|. Procedure: 2 ml of pyridine, 300 mg of N-[3-(dimethylamino)propyl]-M′-ethylcarbodiimide hydrochloride and 366 mg of 2-(pyridin-3-ylmethoxy)phenylamine are added to a solution of 250 mg of sodium [4-(morpholin-4-yl)-6-oxo-1,6-dihydropyrimidin-2-yl]acetate prepared in stage 2 of example 1, in 2 ml of N,N-dimethylformamide. The reaction mixture is stirred at ambient temperature for 20 hours, and then concentrated under reduced pressure. Water and ethyl acetate are added and the resulting mixture is thus stirr... Starting materials: dibenzoate, C(C1=CC=CC=C1)(=O)O[C@H]1C[C@@H](CC2=CC[C@H]3[C@@H]4CC[C@H]([C@@H](CCCC(C)C)C)[C@]4(CC[C@@H]3[C@@]12C)C)OC(C1=CC=CC=C1)=O (1α,3β-dibenzoyloxycholest-5-ene), BrN1C(N(C(C1=O)(C)C)Br)=O (dibromodimethylhydantoin). Run in CCCCCC (hexane). Run at time 1.75 hour. Product: C(C1=CC=CC=C1)(=O)O[C@H]1C[C@@H](CC2=CC=C3[C@@H]4CC[C@H]([C@@H](CCCC(C)C)C)[C@]4(CC[C@@H]3[C@@]12C)C)OC(C1=CC=CC=C1)=O (1α,3β-Dibenzoyloxycholesta-5,7-diene). Reaction SMILES: [C:1]([O:9][C@@H:10]1[C@@:34]2([CH3:35])[C:14](=[CH:15][CH2:16][C@@H:17]3[C@@H:33]2[CH2:32][CH2:31][C@@:30]2([CH3:36])[C@H:18]3[CH2:19][CH2:20][C@@H:21]2[C@H:22]([CH3:29])[CH2:23][CH2:24][CH2:25][CH:26]([CH3:28])[CH3:27])[CH2:13][C@@H:12]([O:37][C:38](=[O:45])[C:39]2[CH:44]=[CH:43][CH:42]=[CH:41][CH:40]=2)[CH2:11]1)(=[O:8])[C:2]1[CH:7]=[CH:6][CH:5]=[CH:4][CH:3]=1.BrN1C(=O)C(C)(C)N(Br)C1=O>CCCCCC>[C:1]([O:9][C@@H:10]1[C@@:34]2([CH3:35])[C:14](=[CH:15][CH:16]=[C:17]3[C@@H:33]2[CH2:32][CH2:31][C@@:30]2([CH3:36])[C@H:18]3[CH2:19][CH2:20][C@@H:21]2[C@H:22]([CH3:29])[CH2:23][CH2:24][CH2:25][CH:26]([CH3:28])[CH3:27])[CH2:13][C@@H:12]([O:37][C:38](=[O:45])[C:39]2[CH:40]=[CH:41][CH:42]=[CH:43][CH:44]=2)[CH2:11]1)(=[O:8])[C:2]1[CH:7]=[CH:6][CH:5]=[CH:4][CH:3]=1. Procedure: A solution of the dibenzoate described in (a) (0.58 gms) in hexane (10 ml) was treated with dibromodimethylhydantoin (0.15 gms) and heated under reflux for 25 mins. After cooling the mixture was filtered and the filtrate concentrated to a pale oil. The oil was dissolved in dry xylene (3 mls) and added dropwise to a refluxing solution of trimethylphosphite (0.4 ml) in xylene (5 ml.). Heating under reflux continued for 1.75 hrs. after which time the solvents were removed under reduced pressure and... Starting materials: D1, FC=1C=C(C=O)C=CC1O (3-fluoro-4-hydroxybenzaldehyde), ClC1=NC=C(C=C1)C(F)(F)F (2-chloro-5-(trifluoromethyl)pyridine). As a reaction SMILES: [F:1][C:2]1[CH:3]=[C:4]([CH:7]=[CH:8][C:9]=1[OH:10])[CH:5]=[O:6].Cl[C:12]1[CH:17]=[CH:16][C:15]([C:18]([F:21])([F:20])[F:19])=[CH:14][N:13]=1>>[F:1][C:2]1[CH:3]=[C:4]([CH:7]=[CH:8][C:9]=1[O:10][C:12]1[CH:17]=[CH:16][C:15]([C:18]([F:21])([F:20])[F:19])=[CH:14][N:13]=1)[CH:5]=[O:6]. The product is FC=1C=C(C=O)C=CC1OC1=NC=C(C=C1)C(F)(F)F (3-fluoro-4-((5-(trifluoromethyl)pyridin-2-yl)oxy)benzaldehyde). Reported procedure: The title compound was prepared by a procedure similar to that described for D1 starting from 3-fluoro-4-hydroxybenzaldehyde and 2-chloro-5-(trifluoromethyl)pyridine, LC-MS (ESI): m/z 286 [M+H]+; 3.37 min (ret time). The reactants are C1(=CC=C(C=C1)SC1=C(C=CC(=C1)C(=O)O)C(=O)O)C (2-(p-tolylthio)benzene-1,4-dicarboxylic acid), ClS(=O)(=O)O (chlorosulfonic acid). The solvent is O (water). Conditions: temperature 10 celsius, time 1 hour. Yields the product CC1=CC=C2SC=3C=C(C=CC3C(C2=C1)=O)C(=O)O (7-methyl-9-oxo-thioxanthene-3-carboxylic acid). The yield is 96.7%. Reaction SMILES: [C:1]1([CH3:20])[CH:6]=[CH:5][C:4]([S:7][C:8]2[CH:13]=[C:12]([C:14]([OH:16])=[O:15])[CH:11]=[CH:10][C:9]=2[C:17]([OH:19])=O)=[CH:3][CH:2]=1.ClS(O)(=O)=O>O>[CH3:20][C:1]1[CH:2]=[C:3]2[C:4]([S:7][C:8]3[CH:13]=[C:12]([C:14]([OH:16])=[O:15])[CH:11]=[CH:10][C:9]=3[C:17]2=[O:19])=[CH:5][CH:6]=1. Procedure details: The 2-(p-tolylthio)benzene-1,4-dicarboxylic acid is transferred slowly to a flask, containing 100 ml of chlorosulfonic acid. The temperature is maintained between the 5 and 10° C. with an ice-bath. At the end of the addition, the solution is left to rest for maturation and after 1 hour is poured in water and ice. The precipitate is filtered, washed with water and dried in a vacuum oven obtaining 19.69 g (yield: 96.7%) of 7-methyl-9-oxo-thioxanthene-3-carboxylic acid as a yellow solid. Melting po...